From a dataset of the Open Reaction Database (ORD), a public repository of structured organic reaction records. describe an organic reaction: reactants, conditions, products, and yield The reactants are [BH4-], C=C(COc1ccc(OC(F)(F)F)cc1)CO[Si](C)(C)C(C)(C)C, C1CCOC1, I, [Na+], [Na+], [OH-], O, OO. The product is CC(C)(C)[Si](C)(C)OCC(CO)COc1ccc(OC(F)(F)F)cc1. Reaction SMILES: [BH4-:26].[C:2]([CH3:3])([CH3:4])([CH3:5])[Si:6]([O:7][CH2:8][C:9](=[CH2:10])[CH2:11][O:12][c:13]1[cH:14][cH:15][c:16]([O:19][C:20]([F:21])([F:22])[F:23])[cH:17][cH:18]1)([CH3:24])[CH3:25].[CH2:32]1[O:33][CH2:34][CH2:35][CH2:36]1.[I:1].[Na+:27].[Na+:31].[OH-:30].[OH2:37].[OH:28][OH:29]>>[C:2]([CH3:3])([CH3:4])([CH3:5])[Si:6]([O:7][CH2:8][CH:9]([CH2:10][OH:28])[CH2:11][O:12][c:13]1[cH:14][cH:15][c:16]([O:19][C:20]([F:21])([F:22])[F:23])[cH:17][cH:18]1)([CH3:24])[CH3:25]. Reaction SMILES: [C:12](=[O:13])([O-:14])[O-:15].[CH3:18][I:19].[I:1][c:2]1[cH:3][c:4]2[c:5]([n:6][c:7]([SH:9])[s:8]2)[cH:10][cH:11]1.[K+:16].[K+:17].[O:20]1[CH2:21][CH2:22][CH2:23][CH2:24]1>>[I:1][c:2]1[cH:3][c:4]2[c:5]([n:6][c:7]([S:9][CH3:12])[s:8]2)[cH:10][cH:11]1. Yields the product CSc1nc2ccc(I)cc2s1. Reactants: O=C([O-])[O-], CI, Sc1nc2ccc(I)cc2s1, [K+], [K+], C1CCOC1.